This data is from the Open Reaction Database (ORD), a public repository of structured organic reaction records. The task is: describe an organic reaction: reactants, conditions, products, and yield Reactants: [Br-], C1CCOC1, CON(C)C(=O)c1cn(Cc2cccc(Br)n2)c2nc(C)ccc2c1=O, COc1ccc([Mg+])cc1C. Yields the product COc1ccc(C(=O)c2cn(Cc3cccc(Br)n3)c3nc(C)ccc3c2=O)cc1C. RXN SMILES: [Br-:27].[CH2:38]1[O:39][CH2:40][CH2:41][CH2:42]1.[CH3:1][O:2][N:3]([C:4](=[O:5])[c:6]1[cH:7][n:8]([CH2:18][c:19]2[n:20][c:21]([Br:25])[cH:22][cH:23][cH:24]2)[c:9]2[n:10][c:11]([CH3:17])[cH:12][cH:13][c:14]2[c:15]1=[O:16])[CH3:26].[CH3:28][O:29][c:30]1[c:31]([CH3:37])[cH:32][c:33]([Mg+:36])[cH:34][cH:35]1>>[C:4](=[O:5])([c:6]1[cH:7][n:8]([CH2:18][c:19]2[n:20][c:21]([Br:25])[cH:22][cH:23][cH:24]2)[c:9]2[n:10][c:11]([CH3:17])[cH:12][cH:13][c:14]2[c:15]1=[O:16])[c:33]1[cH:32][c:31]([CH3:37])[c:30]([O:29][CH3:28])[cH:35][cH:34]1. RXN SMILES: [NH2:1][C:2]1[CH:11]=[CH:10][C:5]2[NH:6][C:7](=[O:9])[S:8][C:4]=2[CH:3]=1.Cl[CH2:13][C:14]([N:16]1[CH2:21][CH2:20][CH:19]([O:22][C:23]2[CH:28]=[CH:27][C:26]([CH3:29])=[CH:25][CH:24]=2)[CH2:18][CH2:17]1)=[O:15]>C(OCC)C>[C:26]1([CH3:29])[CH:25]=[CH:24][C:23]([O:22][CH:19]2[CH2:20][CH2:21][N:16]([C:14](=[O:15])[CH2:13][NH:1][C:2]3[CH:11]=[CH:10][C:5]4[NH:6][C:7](=[O:9])[S:8][C:4]=4[CH:3]=3)[CH2:17][CH2:18]2)=[CH:28][CH:27]=1. Solvent: C(C)OCC (diethylether). Product: C1(=CC=C(C=C1)OC1CCN(CC1)C(CNC1=CC2=C(NC(S2)=O)C=C1)=O)C (1-(4-p-Tolyloxy-piperidin-1-yl)-2-(2-oxo-2,3-dihydro-benzothiazol-6-yl-amino)-ethanone). Procedure details: The title compound is prepared from 6-amino-3H-benzothiazole-2-one and 2-chloro-1-(4-p-tolyloxy-piperidin-1-yl)-ethanone according to the method described in Example 206. Melting Point: 189-191° C. (diethylether) Reactants: NC1=CC2=C(NC(S2)=O)C=C1 (6-amino-3H-benzothiazole-2-one), ClCC(=O)N1CCC(CC1)OC1=CC=C(C=C1)C (2-chloro-1-(4-p-tolyloxy-piperidin-1-yl)-ethanone). Reactants: O (water), C(C)N1C2=CC=CC=C2C=2C=C(C=CC12)NC(CC(CCO)C)=O (N-(9-ethyl-9H-carbazol-3-yl)-5-hydroxy-3-methylpentanamide), ClC1=C(C#N)C=CC(=C1)F (2-chloro-4-fluorobenzonitrile), CC(C)([O-])C.[K+] (potassium t-butoxide). The solvent is C1CCOC1 (THF). Conditions: time 14 hour. The product is ClC=1C=C(OCCC(CC(=O)NC=2C=CC=3N(C4=CC=CC=C4C3C2)CC)C)C=CC1C#N (5-(3-chloro-4-cyanophenoxy)-N-(9-ethyl-9H-carbazol-3-yl)-3-methylpentanamide). Isolated yield 64.7%. As a reaction SMILES: [CH2:1]([N:3]1[C:15]2[CH:14]=[CH:13][C:12]([NH:16][C:17](=[O:24])[CH2:18][CH:19]([CH3:23])[CH2:20][CH2:21][OH:22])=[CH:11][C:10]=2[C:9]2[C:4]1=[CH:5][CH:6]=[CH:7][CH:8]=2)[CH3:2].[Cl:25][C:26]1[CH:33]=[C:32](F)[CH:31]=[CH:30][C:27]=1[C:28]#[N:29].CC(C)([O-])C.[K+].O>C1COCC1>[Cl:25][C:26]1[CH:33]=[C:32]([CH:31]=[CH:30][C:27]=1[C:28]#[N:29])[O:22][CH2:21][CH2:20][CH:19]([CH3:23])[CH2:18][C:17]([NH:16][C:12]1[CH:13]=[CH:14][C:15]2[N:3]([CH2:1][CH3:2])[C:4]3[C:9]([C:10]=2[CH:11]=1)=[CH:8][CH:7]=[CH:6][CH:5]=3)=[O:24] |f:2.3|. Reported procedure: To a solution of the compound obtained in Step 2 (500 mg, 1.54 mmol) and 2-chloro-4-fluorobenzonitrile (240 mg, 1.54 mmol) in THF (15 mL) was added potassium t-butoxide (432 mg, 3.85 mmol) at room temperature, and the mixture was stirred for 14 hr. To the reaction mixture was added water, and the mixture was extracted with ethyl acetate. The organic layer was washed with water and saturated brine, and dried, and the solvent was evaporated under reduced pressure. The obtained residue was purified... The reactants are NS(=O)(=O)c1cccc(CCCCOCCCCCCBr)c1, Cc1ccccc1, NCc1ccccc1, [Na+], [OH-]. Product: NS(=O)(=O)c1cccc(CCCCOCCCCCCNCc2ccccc2)c1. Reaction SMILES: [Br:1][CH2:2][CH2:3][CH2:4][CH2:5][CH2:6][CH2:7][O:8][CH2:9][CH2:10][CH2:11][CH2:12][c:13]1[cH:14][c:15]([S:19](=[O:20])(=[O:21])[NH2:22])[cH:16][cH:17][cH:18]1.[CH3:33][c:34]1[cH:35][cH:36][cH:37][cH:38][cH:39]1.[NH2:23][CH2:24][c:25]1[cH:26][cH:27][cH:28][cH:29][cH:30]1.[Na+:32].[OH-:31]>>[CH2:2]([CH2:3][CH2:4][CH2:5][CH2:6][CH2:7][O:8][CH2:9][CH2:10][CH2:11][CH2:12][c:13]1[cH:14][c:15]([S:19](=[O:20])(=[O:21])[NH2:22])[cH:16][cH:17][cH:18]1)[NH:23][CH2:24][c:25]1[cH:26][cH:27][cH:28][cH:29][cH:30]1. The product is CC1(C)CON(Cc2ccc(NC(=O)c3ccccc3C(=O)O)cc2Br)C1=O. Reactants: CC1(C)CON(Cc2ccc(N)cc2Br)C1=O, O=C1OC(=O)c2ccccc21, C1CCOC1. Reaction SMILES: [NH2:1][c:2]1[cH:3][c:4]([Br:17])[c:5]([CH2:8][N:9]2[O:10][CH2:11][C:12]([CH3:15])([CH3:16])[C:13]2=[O:14])[cH:6][cH:7]1.[O:18]=[C:19]1[O:20][C:21](=[O:22])[c:23]2[cH:24][cH:25][cH:26][cH:27][c:28]21.[O:29]1[CH2:30][CH2:31][CH2:32][CH2:33]1>>[NH:1]([c:2]1[cH:3][c:4]([Br:17])[c:5]([CH2:8][N:9]2[O:10][CH2:11][C:12]([CH3:15])([CH3:16])[C:13]2=[O:14])[cH:6][cH:7]1)[C:21](=[O:22])[c:23]1[cH:24][cH:25][cH:26][cH:27][c:28]1[C:19](=[O:18])[OH:20]. The reactants are CC#N, NC1COCCC1CN1CCCC(Cc2ccc(F)cc2)C1, CC(=O)c1sc(NC(=O)Oc2ccccc2)nc1C. Yields the product CC(=O)c1sc(NC(=O)NC2COCCC2CN2CCCC(Cc3ccc(F)cc3)C2)nc1C. RXN SMILES: [CH3:42][C:43]#[N:44].[F:1][c:2]1[cH:3][cH:4][c:5]([CH2:6][CH:7]2[CH2:8][N:9]([CH2:13][CH:14]3[CH:15]([NH2:20])[CH2:16][O:17][CH2:18][CH2:19]3)[CH2:10][CH2:11][CH2:12]2)[cH:21][cH:22]1.[c:23]1([O:29][C:30](=[O:24])[NH:31][c:32]2[s:33][c:34]([C:38]([CH3:39])=[O:40])[c:35]([CH3:37])[n:36]2)[cH:25][cH:26][cH:27][cH:28][cH:41]1>>[F:1][c:2]1[cH:3][cH:4][c:5]([CH2:6][CH:7]2[CH2:8][N:9]([CH2:13][CH:14]3[CH:15]([NH:20][C:30](=[O:29])[NH:31][c:32]4[s:33][c:34]([C:38]([CH3:39])=[O:40])[c:35]([CH3:37])[n:36]4)[CH2:16][O:17][CH2:18][CH2:19]3)[CH2:10][CH2:11][CH2:12]2)[cH:21][cH:22]1.